From a dataset of the Open Reaction Database (ORD), a public repository of structured organic reaction records. describe an organic reaction: reactants, conditions, products, and yield Starting materials: ice, C(Cl)Cl (CH2Cl2), S(=O)(Cl)Cl (thionyl chloride), [N+](=O)([O-])C1=C(C=CC=C1)C(CO)C (2-(2-nitrophenyl)propanol), N1=CC=CC=C1 (pyridine). The solvent is C1(=CC=CC=C1)C (toluene), C1(=CC=CC=C1)C (toluene). Yields the product [N+](=O)([O-])C1=C(C=CC=C1)C(CCl)C (2-(2-nitrophenyl)propyl chloride). The yield is 98.0%. As a reaction SMILES: S(Cl)(Cl)=O.[N+:5]([C:8]1[CH:13]=[CH:12][CH:11]=[CH:10][C:9]=1[CH:14]([CH3:17])[CH2:15]O)([O-:7])=[O:6].N1C=CC=CC=1.C(Cl)[Cl:25]>C1(C)C=CC=CC=1>[N+:5]([C:8]1[CH:13]=[CH:12][CH:11]=[CH:10][C:9]=1[CH:14]([CH3:17])[CH2:15][Cl:25])([O-:7])=[O:6]. Procedure details: 12.16 g thionyl chloride (7.5 ml, 102 mmol) in 10 ml toluene (abs.) are added quickly in a drop-wise manner to 6.2 g 2-(2-nitrophenyl)propanol (34 mmol) in 90 ml abs. toluene and 2 ml pyridine. The reaction solution is heated 1 h under reflux. After cooling, this is poured onto 100 g ice and mixed with 80 ml CH2Cl2. The H2O phase is extracted 2× each with 80 ml CH2Cl2. The combined organic phases are neutralized with 120 ml saturated bicarbonate solution, dried over Na2SO4 and rotary evaporated....